This data is from the Open Reaction Database (ORD), a public repository of structured organic reaction records. The task is: describe an organic reaction: reactants, conditions, products, and yield The reactants are C(C1=CC=CC=C1)NC=1C(N(S(C1C1=CC=CC=C1)(=O)=O)C(C)(C)C)=O (4-(benzylamino)-2-tert-butyl-5-phenylisothiazol-3(2H)-one 1,1-dioxide), BrC1CCCC1 (bromocyclopentane), M−H+. Product: C(C1=CC=CC=C1)NC=1C(N(S(C1C1=CC=CC=C1)(=O)=O)C1CCCC1)=O (4-(Benzylamino)-2-cyclopentyl-5-phenylisothiazol-3(2H)-one 1,1-dioxide). Reaction SMILES: [CH2:1]([NH:8][C:9]1[C:10](=[O:26])[N:11]([C:22]([CH3:25])([CH3:24])C)[S:12](=[O:21])(=[O:20])[C:13]=1[C:14]1[CH:19]=[CH:18][CH:17]=[CH:16][CH:15]=1)[C:2]1[CH:7]=[CH:6][CH:5]=[CH:4][CH:3]=1.Br[CH:28]1CCC[CH2:29]1>>[CH2:1]([NH:8][C:9]1[C:10](=[O:26])[N:11]([CH:22]2[CH2:24][CH2:29][CH2:28][CH2:25]2)[S:12](=[O:20])(=[O:21])[C:13]=1[C:14]1[CH:19]=[CH:18][CH:17]=[CH:16][CH:15]=1)[C:2]1[CH:3]=[CH:4][CH:5]=[CH:6][CH:7]=1. Procedure details: The title compound was prepared from 4-(benzylamino)-2-tert-butyl-5-phenylisothiazol-3(2H)-one 1,1-dioxide (Example 23) and bromocyclopentane in a similar way as described for Example 2 and 3. 1H NMR (500 MHz, CDCl3): δ 7.48-7.36 (m, 5H), 7.31-7.26 (m, 3H), 7.04-6.99 (m, 2H), 5.61-5.53 (m, 1H), 4.39 (p, 1H), 4.05 (d, 2H), 2.27-2.10 (m, 4H), 1.97-1.87 (m, 2H), 1.7-1.6 (m, 2H); 13C NMR (125 MHz, CDCl3): δ 158.8, 136.5, 135.2, 131.7, 129.8, 128.9, 128.7, 128.1, 127.4, 124.9, 107.9, 55.2, 48.3, 29.4... The reactants are O(C1=CC=CC=C1)P(=O)(OC1=CC=CC=C1)OC=1[C@@H]([C@@H]2N(C1C(=O)OCC=C)C([C@@H]2[C@@H](C)O)=O)C (allyl (1R,5S,6S)-2-diphenoxyphosphoryloxy-6-[(R)-1-hydroxyethyl]-1-methyl-1-carbapen-2-em-3-carboxylate), C(C=C)OC(=O)N1[C@@H](C[C@@H](C1)SC(C1=CC=CC=C1)(C1=CC=CC=C1)C1=CC=CC=C1)CC1C(NC(N1)=O)=O ((2R,4S)-N-allyloxycarbonyl-2-(2,4-dioxoimidazolidin-5-ylmethyl)-4-tritylthiopyrrolidine). Yields the product C(C=C)OC(=O)N1[C@@H](C[C@@H](C1)SC=1[C@@H]([C@H]2N(C1C(=O)OCC=C)C([C@@H]2[C@@H](C)O)=O)C)CC2C(NC(N2)=O)=O (allyl (1R,5S,6S)-2-[(2R,4S)-N-allyloxycarbonyl-2-(2,4-dioxoimidazolidin-5-ylmethyl)pyrrolidin-4-ylthio]-6-[(R)-1-hydroxyethyl]-1-methyl-1-carbapen-2-em-3-carboxylate). Yield: 26.0%. As a reaction SMILES: O(P(O[C:18]1[C@H:19]([CH3:35])[C@H:20]2[C@@H:30]([C@H:31]([OH:33])[CH3:32])[C:29](=[O:34])[N:21]2[C:22]=1[C:23]([O:25][CH2:26][CH:27]=[CH2:28])=[O:24])(OC1C=CC=CC=1)=O)C1C=CC=CC=1.[CH2:36]([O:39][C:40]([N:42]1[CH2:46][C@@H:45]([S:47]C(C2C=CC=CC=2)(C2C=CC=CC=2)C2C=CC=CC=2)[CH2:44][C@H:43]1[CH2:67][CH:68]1[NH:72][C:71](=[O:73])[NH:70][C:69]1=[O:74])=[O:41])[CH:37]=[CH2:38]>>[CH2:36]([O:39][C:40]([N:42]1[CH2:46][C@@H:45]([S:47][C:18]2[C@H:19]([CH3:35])[C@@H:20]3[C@@H:30]([C@H:31]([OH:33])[CH3:32])[C:29](=[O:34])[N:21]3[C:22]=2[C:23]([O:25][CH2:26][CH:27]=[CH2:28])=[O:24])[CH2:44][C@H:43]1[CH2:67][CH:68]1[NH:72][C:71](=[O:73])[NH:70][C:69]1=[O:74])=[O:41])[CH:37]=[CH2:38]. Procedure: The same procedure as in Example 8-1 was carried out by using allyl (1R,5S,6S)-2-diphenoxyphosphoryloxy-6-[(R)-1-hydroxyethyl]-1-methyl-1-carbapen-2-em-3-carboxylate (220 mg, 0.440 mmol) and (2R,4S)-N-allyloxycarbonyl-2-(2,4-dioxoimidazolidin-5-ylmethyl)-4-tritylthiopyrrolidine diastereomer A (270 mg, 0.498 mmol, compound of Reference Example 29) to obtain allyl (1R,5S,6S)-2-[(2R,4S)-N-allyloxycarbonyl-2-(2,4-dioxoimidazolidin-5-ylmethyl)pyrrolidin-4-ylthio]-6-[(R)-1-hydroxyethyl]-1-methyl-1-car... Reactants: 13.6, NC1=C(C(=O)N)C=CC=C1 (2-aminobenzamide), BrCCCCl (1-bromo-3-chloropropane), C([O-])([O-])=O.[Na+].[Na+] (sodium carbonate). Solvent: C(C)O (ethanol). The product is ClCCCNC1=C(C(=O)N)C=CC=C1 (2-[(3-chloropropyl)amino]benzamide). Isolated yield 33.0%. RXN SMILES: [NH2:1][C:2]1[CH:10]=[CH:9][CH:8]=[CH:7][C:3]=1[C:4]([NH2:6])=[O:5].Br[CH2:12][CH2:13][CH2:14][Cl:15].C(=O)([O-])[O-].[Na+].[Na+]>C(O)C>[Cl:15][CH2:14][CH2:13][CH2:12][NH:1][C:2]1[CH:10]=[CH:9][CH:8]=[CH:7][C:3]=1[C:4]([NH2:6])=[O:5] |f:2.3.4|. Reported procedure: A mixture of 13.6 parts of 2-aminobenzamide, 31.5 parts of 1-bromo-3-chloropropane, 21 parts of sodium carbonate and 200 parts of ethanol is stirred and refluxed over week-end. The reaction mixture is filtered and the filtrate is evaporated. The oily residue is stirred in methylbenzene. The mixture is filtered till clear and the solvent is evaporated. The oily residue is purified by column-chromatography over silica gel using a mixture of trichloromethane and methanol (95:5 by volume) as eluent.... Reactants: FC1=CC(=C(C=C1)C1=CC(=NC=C1)NC(=O)[C@H]1C[C@H](CC1)NC(OC(C)(C)C)=O)OC (tert-Butyl (1S,3R)-3-(4-(4-fluoro-2-methoxyphenyl)pyridin-2-ylcarbamoyl)cyclopentylcarbamate), C(=O)(C(F)(F)F)O (TFA). Solvent: C(Cl)Cl (DCM). Reported procedure: (1R,3S)-3-Amino-N-(4-(4-fluoro-2-methoxyphenyl)pyridin-2-yl)cyclopentanecarboxamide was prepared according to Method C using tert-Butyl (1S,3R)-3-(4-(4-fluoro-2-methoxyphenyl)pyridin-2-ylcarbamoyl)cyclopentylcarbamate (1.00 g, 2.33 mmol), TFA (2 ml) in DCM (6 ml) starting at 0° C. which was allowed to warm up to room temperature and stirred for 2 h. The product is N[C@@H]1C[C@@H](CC1)C(=O)NC1=NC=CC(=C1)C1=C(C=C(C=C1)F)OC ((1R,3S)-3-Amino-N-(4-(4-fluoro-2-methoxyphenyl)pyridin-2-yl)cyclopentanecarboxamide). Reaction conditions: time 2 hour. As a reaction SMILES: [F:1][C:2]1[CH:7]=[CH:6][C:5]([C:8]2[CH:13]=[CH:12][N:11]=[C:10]([NH:14][C:15]([C@@H:17]3[CH2:21][CH2:20][C@H:19]([NH:22]C(=O)OC(C)(C)C)[CH2:18]3)=[O:16])[CH:9]=2)=[C:4]([O:30][CH3:31])[CH:3]=1.C(O)(C(F)(F)F)=O>C(Cl)Cl>[NH2:22][C@H:19]1[CH2:20][CH2:21][C@@H:17]([C:15]([NH:14][C:10]2[CH:9]=[C:8]([C:5]3[CH:6]=[CH:7][C:2]([F:1])=[CH:3][C:4]=3[O:30][CH3:31])[CH:13]=[CH:12][N:11]=2)=[O:16])[CH2:18]1. Starting materials: BrBr (Bromine), C(C)(C)N1C(=NC=C1C1=NC(=NC=C1)NC1=CC=C(C=C1)S(=O)(=O)C)C (4-(1-isopropyl-2-methylimidazol-5-yl)-2-(4-mesylanilino)pyrimidine). Solvent: C(C)(=O)O (acetic acid). Reaction conditions: temperature 60 celsius. The product is BrC=1C(=NC(=NC1)NC1=CC=C(C=C1)S(=O)(=O)C)C1=CN=C(N1C(C)C)C (5-Bromo-4-(1-isopropyl-2-methylimidazol-5-yl)-2-(4-mesylanilino)pyrimidine). Isolated yield 111.0%. RXN SMILES: [Br:1]Br.[CH:3]([N:6]1[C:10]([C:11]2[CH:16]=[CH:15][N:14]=[C:13]([NH:17][C:18]3[CH:23]=[CH:22][C:21]([S:24]([CH3:27])(=[O:26])=[O:25])=[CH:20][CH:19]=3)[N:12]=2)=[CH:9][N:8]=[C:7]1[CH3:28])([CH3:5])[CH3:4]>C(O)(=O)C>[Br:1][C:16]1[C:11]([C:10]2[N:6]([CH:3]([CH3:5])[CH3:4])[C:7]([CH3:28])=[N:8][CH:9]=2)=[N:12][C:13]([NH:17][C:18]2[CH:23]=[CH:22][C:21]([S:24]([CH3:27])(=[O:26])=[O:25])=[CH:20][CH:19]=2)=[N:14][CH:15]=1. Procedure: Bromine (50 μl, 0.94 mmol) was added to a solution of 4-(1-isopropyl-2-methylimidazol-5-yl)-2-(4-mesylanilino)pyrimidine (Example 69; 350 mg, 0.94 mmol) in glacial acetic acid (3.5 ml). The mixture was heated at 60° C. for 140 minutes and the volatiles were then removed by evaporation. The residue was azeotroped with water to give a gum, which was then triturated with EtOAc to give a solid (470 mg). This crude product was purified by chromatography on silica gel eluting with DCM/MeOH (98:2 incre... The reactants are CO, COC(=O)c1cc(C(NCCn2ccnc2)c2ccc(F)cc2)ccc1Cc1ccc(F)cc1, O, O=C(O)CC(O)(CC(=O)O)C(=O)O. The product is O=C(O)c1cc(C(NCCn2ccnc2)c2ccc(F)cc2)ccc1Cc1ccc(F)cc1. RXN SMILES: [CH3:49][OH:50].[F:1][c:2]1[cH:3][cH:4][c:5]([CH:8]([c:9]2[cH:10][cH:11][c:12]([CH2:19][c:20]3[cH:21][cH:22][c:23]([F:26])[cH:24][cH:25]3)[c:13]([C:14](=[O:15])[O:16][CH3:17])[cH:18]2)[NH:27][CH2:28][CH2:29][n:30]2[cH:31][n:32][cH:33][cH:34]2)[cH:6][cH:7]1.[OH2:35].[OH:36][C:37]([CH2:38][C:39]([C:40](=[O:41])[OH:42])([CH2:43][C:44](=[O:45])[OH:46])[OH:47])=[O:48]>>[F:1][c:2]1[cH:3][cH:4][c:5]([CH:8]([c:9]2[cH:10][cH:11][c:12]([CH2:19][c:20]3[cH:21][cH:22][c:23]([F:26])[cH:24][cH:25]3)[c:13]([C:14](=[O:15])[OH:16])[cH:18]2)[NH:27][CH2:28][CH2:29][n:30]2[cH:31][n:32][cH:33][cH:34]2)[cH:6][cH:7]1. Procedure: Prepared according to general method 3 from 329 mg (1 mmol) 5-benzyloxy-8-(2,2-dihydroxy-acetyl)-4H-benzo[1,4]oxazin-3-one and 161 mg (1 mmol) 1-(2-methyl-benzyl)-cyclopropylamine. Yield: 60 mg (16%, trifluoroacetate); mass spectroscopy: [M+H]+=369. Reactants: C(C1=CC=CC=C1)OC1=CC=C(C2=C1NC(CO2)=O)C(C(O)O)=O (5-benzyloxy-8-(2,2-dihydroxy-acetyl)-4H-benzo[1,4]oxazin-3-one), CC1=C(CC2(CC2)N)C=CC=C1 (1-(2-methyl-benzyl)-cyclopropylamine), FC(C(=O)[O-])(F)F (trifluoroacetate). Yields the product OC1=CC=C(C2=C1NC(CO2)=O)C(CNC2(CC2)CC2=C(C=CC=C2)C)O (5-hydroxy-8-{1-hydroxy-2-[1-(2-methyl-benzyl)-cyclopropylamino]-ethyl}-4H-benzo[1,4]oxazin-3-one). RXN SMILES: C([O:8][C:9]1[C:14]2[NH:15][C:16](=[O:19])[CH2:17][O:18][C:13]=2[C:12]([C:20](=[O:24])[CH:21](O)O)=[CH:11][CH:10]=1)C1C=CC=CC=1.[CH3:25][C:26]1[CH:36]=[CH:35][CH:34]=[CH:33][C:27]=1[CH2:28][C:29]1([NH2:32])[CH2:31][CH2:30]1.FC(F)(F)C([O-])=O>>[OH:8][C:9]1[C:14]2[NH:15][C:16](=[O:19])[CH2:17][O:18][C:13]=2[C:12]([CH:20]([OH:24])[CH2:21][NH:32][C:29]2([CH2:28][C:27]3[CH:33]=[CH:34][CH:35]=[CH:36][C:26]=3[CH3:25])[CH2:31][CH2:30]2)=[CH:11][CH:10]=1. Reactants: C=CC#N, CC(C)OP(O)C(C)(C)C. The product is CC(C)OP(=O)(CCC#N)C(C)(C)C. RXN SMILES: [CH2:11]=[CH:12][C:13]#[N:14].[CH:1]([CH3:2])([CH3:3])[O:4][P:5]([OH:6])[C:7]([CH3:8])([CH3:9])[CH3:10]>>[CH:1]([CH3:2])([CH3:3])[O:4][P:5](=[O:6])([C:7]([CH3:8])([CH3:9])[CH3:10])[CH2:11][CH2:12][C:13]#[N:14]. The reactants are [N+](=O)([O-])CC(CCC(C)[N+](=O)[O-])(O)C (1,5-dinitro-2-methyl-2-hexanol). Run in C1=CC=CC=C1 (benzene). Run at time 24 hour. Yields the product [N+](=O)([O-])C(CCC(C)=O)C (5-nitro-2-hexanone). Yield: 45.3%. As a reaction SMILES: [N+]([CH2:4][C:5](C)([OH:13])[CH2:6][CH2:7][CH:8]([N+:10]([O-:12])=[O:11])[CH3:9])([O-])=O>C1C=CC=CC=1>[N+:10]([CH:8]([CH3:9])[CH2:7][CH2:6][C:5](=[O:13])[CH3:4])([O-:12])=[O:11]. Reported procedure: To a solution of 0.91 gram of 1,5-dinitro-2-methyl-2-hexanol in 25 milliliters of benzene there was added 4.2 grams of alumina. The mixture was stirred for 24 hours, and the alumina was removed by filtration. After evaporation of the filtrate there was obtained 0.29 gram of 5-nitro-2-hexanone which was identified by infrared and proton magnetic resonance.